This data is from the Open Reaction Database (ORD), a public repository of structured organic reaction records. The task is: describe an organic reaction: reactants, conditions, products, and yield The reactants are COC(=O)C1=CC=C(CC2=C(S[C@H]3N(C2C(=O)O)C([C@H]3C(CC3=CC=CC=C3)=O)=O)N)O1 (3-(5-methoxycarbonyl-furfuryl)-7β-phenylacetyl-amino-ceph-2-em-4ξ-carboxylic acid), C(C)(=O)OCC (ethyl acetate). The solvent is CO (methanol). Yields the product C1(=CC=CC=C1)C(C1=CC=CC=C1)OC(=O)C1C(=C(S[C@H]2N1C([C@H]2C(CC2=CC=CC=C2)=O)=O)N)CC2=CC=C(O2)C(=O)OC (3-(5-methoxycarbonyl-furfuryl)-7β-phenylacetyl-amino-ceph-2-em-4ξ-carboxylic acid diphenylmethyl ester). As a reaction SMILES: [CH3:1][O:2][C:3]([C:5]1[O:32][C:8]([CH2:9][C:10]2[CH:15]([C:16]([OH:18])=[O:17])[N:14]3[C:19](=[O:30])[C@@H:20]([C:21](=[O:29])[CH2:22][C:23]4[CH:28]=[CH:27][CH:26]=[CH:25][CH:24]=4)[C@H:13]3[S:12][C:11]=2[NH2:31])=[CH:7][CH:6]=1)=[O:4].C(O[CH2:37][CH3:38])(=O)C>CO>[C:23]1([CH:22]([O:17][C:16]([CH:15]2[N:14]3[C:19](=[O:30])[C@@H:20]([C:21](=[O:29])[CH2:22][C:23]4[CH:24]=[CH:25][CH:26]=[CH:27][CH:28]=4)[C@H:13]3[S:12][C:11]([NH2:31])=[C:10]2[CH2:9][C:8]2[O:32][C:5]([C:3]([O:2][CH3:1])=[O:4])=[CH:6][CH:7]=2)=[O:18])[C:38]2[CH:37]=[CH:3][CH:5]=[CH:6][CH:7]=2)[CH:28]=[CH:27][CH:26]=[CH:25][CH:24]=1. Procedure: A solution of 6.85 g of crystallised 3-(5-methoxycarbonyl-furfuryl)-7β-phenylacetyl-amino-ceph-2-em-4ξ-carboxylic acid in 50 ml of methanol is treated with 100 ml of ethyl acetate and the methanol is almost completely removed under reduced pressure. A total of 6.0 g of crude diphenyldiazomethane is then added in small amounts. The reaction mixture is freed from solvent after a total reaction period of 60 minutes at room temperature. The residual oil is triturated with 500 ml of petroleum ether, ... The reactants are N1(CCNCC1)CC(=O)N1CCCCC1 (2-piperazin-1-yl-1-piperidin-1-ylethanone), ClC=1C=CC=2N(N1)C(=NN2)C(F)(F)F (6-chloro-3-(trifluoromethyl)-[1,2,4]triazolo[4,3-b]pyridazine). The product is N1(CCCCC1)C(CN1CCN(CC1)C=1C=CC=2N(N1)C(=NN2)C(F)(F)F)=O (1-piperidin-1-yl-2-[4-[3-(trifluoromethyl)-[1,2,4]triazolo[4,3-b]pyridazin-6-yl]piperazin-1-yl]ethanone). RXN SMILES: [N:1]1([CH2:7][C:8]([N:10]2[CH2:15][CH2:14][CH2:13][CH2:12][CH2:11]2)=[O:9])[CH2:6][CH2:5][NH:4][CH2:3][CH2:2]1.Cl[C:17]1[CH:18]=[CH:19][C:20]2[N:21]([C:23]([C:26]([F:29])([F:28])[F:27])=[N:24][N:25]=2)[N:22]=1>>[N:10]1([C:8](=[O:9])[CH2:7][N:1]2[CH2:2][CH2:3][N:4]([C:17]3[CH:18]=[CH:19][C:20]4[N:21]([C:23]([C:26]([F:27])([F:29])[F:28])=[N:24][N:25]=4)[N:22]=3)[CH2:5][CH2:6]2)[CH2:11][CH2:12][CH2:13][CH2:14][CH2:15]1. Procedure details: A mixture of 2-piperazin-1-yl-1-piperidin-1-ylethanone and 6-chloro-3-(trifluoromethyl)-[1,2,4]triazolo[4,3-b]pyridazine was allowed to react by General Synthetic Method 3. The crude product was purified by hplc using a Waters XTerra C18 column (5μ silica, 19 mm diameter, 100 mm length) eluted with decreasingly polar mixtures of water (containing 0.1% aqueous ammonia) and acetonitrile as eluents to give 1-piperidin-1-yl-2-[4-[3-(trifluoromethyl)-[1,2,4]triazolo[4,3-b]pyridazin-6-yl]piperazin-1-y... Starting materials: Br.C[C@@H]1NCCC1 ((2S)-2-Methylpyrrolidine hydrobromide), CS(=O)(=O)OCCC=1OC2=C(C1)C=C(C=C2)C2=CC(=CC=C2)C#N (2-[5-(3-cyanophenyl)-1-benzofuran-2-yl]ethyl methanesulfonate). Yields the product C[C@@H]1N(CCC1)CCC=1OC2=C(C1)C=C(C=C2)C=2C=C(C#N)C=CC2 (3-(2-{2-[(2S)-2-methyl-1-pyrrolidinyl]ethyl}-1-benzofuran-5-yl)benzonitrile). As a reaction SMILES: Br.[CH3:2][C@H:3]1[CH2:7][CH2:6][CH2:5][NH:4]1.CS(O[CH2:13][CH2:14][C:15]1[O:16][C:17]2[CH:23]=[CH:22][C:21]([C:24]3[CH:29]=[CH:28][CH:27]=[C:26]([C:30]#[N:31])[CH:25]=3)=[CH:20][C:18]=2[CH:19]=1)(=O)=O>>[CH3:2][C@H:3]1[CH2:7][CH2:6][CH2:5][N:4]1[CH2:13][CH2:14][C:15]1[O:16][C:17]2[CH:23]=[CH:22][C:21]([C:24]3[CH:25]=[C:26]([CH:27]=[CH:28][CH:29]=3)[C:30]#[N:31])=[CH:20][C:18]=2[CH:19]=1 |f:0.1|. Procedure details: (2S)-2-Methylpyrrolidine hydrobromide and the product from Example 112D are processed as described in Example 1D to provide the titled compound. The reactants are [H][H] (hydrogen), [H][H] (hydrogen), C(C1=CC=CC=C1)N1CCN(CC1)C(C)(C)C (1-benzyl-4-tert-butyl piperazine). The reagents and catalysts are [Pd] (palladium/charcoal). Run in C(C)O (ethanol). The product is C(C)(C)(C)N1CCNCC1 (1-tert-butyl piperazine). RXN SMILES: C([N:8]1[CH2:13][CH2:12][N:11]([C:14]([CH3:17])([CH3:16])[CH3:15])[CH2:10][CH2:9]1)C1C=CC=CC=1.[H][H]>C(O)C.[Pd]>[C:14]([N:11]1[CH2:12][CH2:13][NH:8][CH2:9][CH2:10]1)([CH3:17])([CH3:16])[CH3:15]. Procedure: 348.5 g of 1-benzyl-4-tert-butyl piperazine are dissolved in 1200 cc of 99% ethanol and 10 g of a 5% palladium/charcoal catalyst are added to the resulting solution. The solution is subsequently shaken in a hydrogenation apparatus, in a hydrogen atmosphere (1 atmosphere) and at room temperature, until the take up of hydrogen is complete. Filtration is subsequently effected, the filtrate is concentrated by evaporation in a vacuum and the residue is distilled in a vacuum. 1-tert-butyl piperazine i... Reported procedure: The title compound was prepared using conditions analogous to those used to make Example 6 utilizing 6-amino-3-(2-fluoro-4-(4,4,5,5-tetramethyl-1,3,2-dioxaborolan-2-yl)phenyl)pyrazine-2-carbonitrile and 2-bromo-N-(2-hydroxyethyl)-5-(trifluoromethyl)benzenesulfonamide. MS (ESI): mass calcd. for C20H15F4N5O3S, 481.08; m/z found, 482.1 [M+H]+. 1H NMR (600 MHz, DMSO-δ6) δ 8.35-8.31 (m, 1H), 8.26 (s, 1H), 8.10-8.05 (m, 1H), 7.91-7.86 (m, 1H), 7.71 (d, J=7.9, 1H), 7.68-7.63 (m, 1H), 7.46 (dd, J=10.9, ... The reactants are NC1=CN=C(C(=N1)C#N)C1=C(C=C(C=C1)B1OC(C(O1)(C)C)(C)C)F (6-amino-3-(2-fluoro-4-(4,4,5,5-tetramethyl-1,3,2-dioxaborolan-2-yl)phenyl)pyrazine-2-carbonitrile), BrC1=C(C=C(C=C1)C(F)(F)F)S(=O)(=O)NCCO (2-bromo-N-(2-hydroxyethyl)-5-(trifluoromethyl)benzenesulfonamide). Product: NC=1N=C(C(=NC1)C1=C(C=C(C=C1)C=1C(=CC(=CC1)C(F)(F)F)S(=O)(=O)NCCO)F)C#N (4′-(5-Amino-3-cyanopyrazin-2-yl)-3′-fluoro-N-(2-hydroxyethyl)-4-(trifluoromethyl)biphenyl-2-sulfonamide). As a reaction SMILES: [NH2:1][C:2]1[N:7]=[C:6]([C:8]#[N:9])[C:5]([C:10]2[CH:15]=[CH:14][C:13](B3OC(C)(C)C(C)(C)O3)=[CH:12][C:11]=2[F:25])=[N:4][CH:3]=1.Br[C:27]1[CH:32]=[CH:31][C:30]([C:33]([F:36])([F:35])[F:34])=[CH:29][C:28]=1[S:37]([NH:40][CH2:41][CH2:42][OH:43])(=[O:39])=[O:38]>>[NH2:1][C:2]1[N:7]=[C:6]([C:8]#[N:9])[C:5]([C:10]2[CH:15]=[CH:14][C:13]([C:27]3[C:28]([S:37]([NH:40][CH2:41][CH2:42][OH:43])(=[O:38])=[O:39])=[CH:29][C:30]([C:33]([F:34])([F:35])[F:36])=[CH:31][CH:32]=3)=[CH:12][C:11]=2[F:25])=[N:4][CH:3]=1.